describe an organic reaction: reactants, conditions, products, and yield From a dataset of the Open Reaction Database (ORD), a public repository of structured organic reaction records. Reactants: CN=C=O, CO, NNC(=O)c1ccncc1Nc1ccc(I)cc1F. The product is CNC(=O)NNC(=O)c1ccncc1Nc1ccc(I)cc1F. As a reaction SMILES: [CH3:20][N:21]=[C:22]=[O:23].[CH3:24][OH:25].[F:1][c:2]1[c:3]([NH:9][c:10]2[c:11]([C:12](=[O:13])[NH:14][NH2:15])[cH:16][cH:17][n:18][cH:19]2)[cH:4][cH:5][c:6]([I:8])[cH:7]1>>[F:1][c:2]1[c:3]([NH:9][c:10]2[c:11]([C:12](=[O:13])[NH:14][NH:15][C:22]([NH:21][CH3:20])=[O:23])[cH:16][cH:17][n:18][cH:19]2)[cH:4][cH:5][c:6]([I:8])[cH:7]1. Reactants: C1(=CC=CC=C1)C (Toluene), S1C(=CC=C1)B(O)O (thiophen-2-ylboronic acid), BrC1=CC(=C(C=C1)CCCCC)F (4-bromo-2-fluoro-1-pentylbenzene), C(O)([O-])=O.[Na+] (sodium hydrogencarbonate). Reagents/catalysts: C=1C=CC(=CC1)[P](C=2C=CC=CC2)(C=3C=CC=CC3)[Pd]([P](C=4C=CC=CC4)(C=5C=CC=CC5)C=6C=CC=CC6)([P](C=7C=CC=CC7)(C=8C=CC=CC8)C=9C=CC=CC9)[P](C=1C=CC=CC1)(C=1C=CC=CC1)C=1C=CC=CC1 (tetrakis(triphenylphosphine)palladium(0)). Solvent: O (water), C(C)O.C1(=CC=CC=C1)C (ethanol toluene). Yields the product FC=1C=C(C=CC1CCCCC)C=1SC=CC1 (2-(3-Fluoro-4-pentylphenyl)thiophene). As a reaction SMILES: [S:1]1[CH:5]=[CH:4][CH:3]=[C:2]1B(O)O.Br[C:10]1[CH:15]=[CH:14][C:13]([CH2:16][CH2:17][CH2:18][CH2:19][CH3:20])=[C:12]([F:21])[CH:11]=1.C(=O)([O-])O.[Na+].C1(C)C=CC=CC=1>C(O)C.C1(C)C=CC=CC=1.C1C=CC([P]([Pd]([P](C2C=CC=CC=2)(C2C=CC=CC=2)C2C=CC=CC=2)([P](C2C=CC=CC=2)(C2C=CC=CC=2)C2C=CC=CC=2)[P](C2C=CC=CC=2)(C2C=CC=CC=2)C2C=CC=CC=2)(C2C=CC=CC=2)C2C=CC=CC=2)=CC=1.O>[F:21][C:12]1[CH:11]=[C:10]([C:2]2[S:1][CH:5]=[CH:4][CH:3]=2)[CH:15]=[CH:14][C:13]=1[CH2:16][CH2:17][CH2:18][CH2:19][CH3:20] |f:2.3,5.6,^1:47,49,68,87|. Procedure: A mixture of 40.0 g (0.31 mol) of thiophen-2-ylboronic acid, 80.0 g (0.32 mol) of 4-bromo-2-fluoro-1-pentylbenzene, 18.0 g (15.6 mmol) of tetrakis(triphenylphosphine)palladium(0) and 400 ml of 2 M sodium hydrogencarbonate soln. in 1000 ml of ethanol/toluene=3:2 is heated at 80° C. for 19 h. Toluene and water are added to the mixture, and the organic phase is separated off. The aqueous phase is extracted with toluene, and the combined organic phases are washed with sat. sodium chloride soln. The ... Reactants: O=C(O)c1ccc2c(c1)OCCO2, Cc1ccc(N)cc1. Reagents/catalysts: CN(C)C(=[N+](C)C)F.F[P-](F)(F)(F)(F)F (TFFH), CN1CCOCC1 (NMM). Solvent: CN(C)C=O (DMF), CN(C)C=O (DMF), CN(C)C=O (DMF), CN(C)C=O (DMF), CN(C)C=O (DMF), CN(C)C=O (DMF). Conditions: temperature 25 celsius, time 2 hour. The product is Cc1ccc(NC(=O)c2ccc3c(c2)OCCO3)cc1. The yield is 12.2%. RXN SMILES: Cc1ccc(N)cc1.O=C(O)c1ccc2c(c1)OCCO2.CN(C)C(=[N+](C)C)F.F[P-](F)(F)(F)(F)F.CN1CCOCC1.CN(C)C=O>>Cc1ccc(NC(=O)c2ccc3c(c2)OCCO3)cc1. Reactants: CN[C@@H](C(C1=CC(=CC=C1)C)(C)C)C(=O)N[C@@H](C(C)(C)C)C(=O)N(C)[C@H](\C=C(/C)\C(=O)O)C(C)C (N,β,β,3-tetramethyl-L-phenylalanyl-N1-[(1S,2E)-3-carboxy-1-isopropyl-2-butenyl]-N1,3-dimethyl-L-valinamide), C(C)(C)N(CC)C(C)C (diisopropylethylamine), FC(C(=O)O)(F)F.N1[C@H](C(=O)N2[C@H](C(=O)NCC3=CC=CC=C3)CCC2)CCC1 (L-prolyl-N-benzyl-L-prolinamide trifluoroacetic acid salt), OC1=CC=CC=2NN=NC21 (hydroxybenzotriazole), Cl.CN(CCCN=C=NCC)C (1-(3-dimethylaminopropyl)-3-ethylcarbodiimide hydrochloride). Run in C(C)#N (acetonitrile), C(C)#N (acetonitrile). Reaction conditions: time 4 hour. Product: FC(C(=O)O)(F)F.C/C(/C(=O)N1[C@@H](C(=O)N2[C@@H](C(=O)NCC3=CC=CC=C3)CCC2)CCC1)=C\[C@H](C(C)C)N(C([C@@H](NC([C@@H](NC)C(C1=CC(=CC=C1)C)(C)C)=O)C(C)(C)C)=O)C (1-{(2E,4S)-2,5-Dimethyl-4-[methyl(N,β,β,3-tetramethyl-L-phenylalanyl-3-methyl-L-valyl) amino]hex-2-enoyl}-D-prolyl-N-benzyl-D-prolinamide trifluoroacetic acid salt). Isolated yield 69.8%. RXN SMILES: [CH3:1][NH:2][C@H:3]([C:14]([NH:16][C@H:17]([C:22]([N:24]([C@@H:26]([CH:33]([CH3:35])[CH3:34])/[CH:27]=[C:28](/[C:30]([OH:32])=O)\[CH3:29])[CH3:25])=[O:23])[C:18]([CH3:21])([CH3:20])[CH3:19])=[O:15])[C:4]([CH3:13])([CH3:12])[C:5]1[CH:10]=[CH:9][CH:8]=[C:7](C)[CH:6]=1.O[C:37]1C2N=NNC=2C=CC=1.Cl.CN(C)CCCN=C=NCC.C(N(C(C)C)CC)(C)C.[F:67][C:68]([F:73])([F:72])[C:69]([OH:71])=[O:70].[NH:74]1[CH2:95][CH2:94][CH2:93][C@H:75]1[C:76]([N:78]1[CH2:92][CH2:91][CH2:90][C@H:79]1[C:80]([NH:82][CH2:83][C:84]1[CH:89]=[CH:88][CH:87]=[CH:86][CH:85]=1)=[O:81])=[O:77]>C(#N)C>[F:67][C:68]([F:73])([F:72])[C:69]([OH:71])=[O:70].[CH3:29]/[C:28](=[CH:27]\[C@@H:26]([N:24]([CH3:25])[C:22](=[O:23])[C@H:17]([C:18]([CH3:20])([CH3:19])[CH3:21])[NH:16][C:14](=[O:15])[C@H:3]([C:4]([CH3:12])([CH3:13])[C:5]1[CH:10]=[CH:9][CH:8]=[C:7]([CH3:37])[CH:6]=1)[NH:2][CH3:1])[CH:33]([CH3:34])[CH3:35])/[C:30]([N:74]1[CH2:95][CH2:94][CH2:93][C@@H:75]1[C:76]([N:78]1[CH2:92][CH2:91][CH2:90][C@@H:79]1[C:80]([NH:82][CH2:83][C:84]1[CH:85]=[CH:86][CH:87]=[CH:88][CH:89]=1)=[O:81])=[O:77])=[O:32] |f:2.3,5.6,8.9|. Procedure details: By using an analogous procedure described in General Procedure I Method A, N,β,β,3-tetramethyl-L-phenylalanyl-N1-[(1S,2E)-3-carboxy-1-isopropyl-2-butenyl]-N1,3-dimethyl-L-valinamide (100 mg, 0.205 mmol) is treated with hydroxybenzotriazole (36 mg, 0.27 mmol) and 1-(3-dimethylaminopropyl)-3-ethylcarbodiimide hydrochloride (59 mg, 0.31 mmol) in anhydrous acetonitrile (10 ml) at room temperature for 40 hours, followed by addition of diisopropylethylamine (0.143 ml, 0.82 mmol) and a solution of L-pr... Starting materials: ice water, Cl (HCl), C(C)N1N=CC=2C1=NC1=CC(=CC=C1C2NCC2=CC=CC=C2)OC (1-Ethyl-7-methoxy-N-(phenylmethyl)-1H-pyrazolo[3,4-b] quinolin-4-amine), [H-].[Na+] (NaH), C(CCC)S (butane thiol). The solvent is CN(C)C=O (DMF). Product: C(C)N1N=CC=2C1=NC1=CC(=CC=C1C2NCC2=CC=CC=C2)O (1-ethyl-7-hydroxy-N-(phenylmethyl)-1H-pyrazolo[3,4-b]quinolin-4-amine). Isolated yield 37.7%. As a reaction SMILES: [CH2:1]([N:3]1[C:7]2=[N:8][C:9]3[C:14]([C:15]([NH:16][CH2:17][C:18]4[CH:23]=[CH:22][CH:21]=[CH:20][CH:19]=4)=[C:6]2[CH:5]=[N:4]1)=[CH:13][CH:12]=[C:11]([O:24]C)[CH:10]=3)[CH3:2].[H-].[Na+].C(S)CCC.Cl>CN(C=O)C>[CH2:1]([N:3]1[C:7]2=[N:8][C:9]3[C:14]([C:15]([NH:16][CH2:17][C:18]4[CH:19]=[CH:20][CH:21]=[CH:22][CH:23]=4)=[C:6]2[CH:5]=[N:4]1)=[CH:13][CH:12]=[C:11]([OH:24])[CH:10]=3)[CH3:2] |f:1.2|. Reported procedure: 1-Ethyl-7-methoxy-N-(phenylmethyl)-1H-pyrazolo[3,4-b] quinolin-4-amine (4 g, 0.012 mol) in DMF (70 ml) was treated with 60% NaH (2.4 g, 0.06 mol), followed by butane thiol (5.4 g, 0.06 mol) . The reaction mixture was refluxed overnight and then was poured into ice-water. The mixture was acidified with 2N HCl and then was extracted with ethyl acetate (2×500 ml). The aqueous layer was treated with solid NaHCO3 to adjust the pH to about 8, then the mixture was extratced with ethyl acetate (2×500 ml... Starting materials: ClCCl, Cc1ccc(S(=O)(=O)[O-])cc1, C1=COCCC1, CC12C=CC(=O)C=C1CCC1C2C(O)CC2(C)C(C(=O)CO)=CCC12, c1cc[nH+]cc1. The product is CC12C=CC(=O)C=C1CCC1C2C(O)CC2(C)C(C(=O)CC3CCCCO3)=CCC12. As a reaction SMILES: [Cl:49][CH2:50][Cl:51].[O-:32][S:33]([c:34]1[cH:35][cH:36][c:37]([CH3:38])[cH:39][cH:40]1)(=[O:41])=[O:42].[O:26]1[CH2:27][CH2:28][CH2:29][CH:30]=[CH:31]1.[OH:1][CH:2]1[CH:3]2[C:4]3([CH3:25])[CH:5]=[CH:6][C:7](=[O:24])[CH:8]=[C:9]3[CH2:10][CH2:11][CH:12]2[CH:13]2[CH2:14][CH:15]=[C:16]([C:17]([CH2:18][OH:19])=[O:20])[C:21]2([CH3:23])[CH2:22]1.[nH+:43]1[cH:44][cH:45][cH:46][cH:47][cH:48]1>>[OH:1][CH:2]1[CH:3]2[C:4]3([CH3:25])[CH:5]=[CH:6][C:7](=[O:24])[CH:8]=[C:9]3[CH2:10][CH2:11][CH:12]2[CH:13]2[CH2:14][CH:15]=[C:16]([C:17]([CH2:18][CH:31]3[O:26][CH2:27][CH2:28][CH2:29][CH2:30]3)=[O:20])[C:21]2([CH3:23])[CH2:22]1.